Dataset: the Open Reaction Database (ORD), a public repository of structured organic reaction records. Task: describe an organic reaction: reactants, conditions, products, and yield Procedure: In an analogous manner to that described in Example 62(c), from (3RS,4RS)- and/or (3RS,4SR)-1-benzyl-4-(4-bromo-phenyl)-3-(tert-butyl-diphenyl-silanyloxymethyl)-piperidin-4-ol by eliminating the tert. alcohol and simultaneous cleavage of the silyl group using trifluoroacetic acid there was obtained (3RS)-[1-benzyl-4-(4-bromo-phenyl)-1,2,3,6-tetrahydro-pyridin-3-yl]-methanol as a colourless solid; MS: 360 (M+H)+. As a reaction SMILES: [CH2:1]([N:8]1[CH2:13][CH2:12][C:11]([C:15]2[CH:20]=[CH:19][C:18]([Br:21])=[CH:17][CH:16]=2)(O)[CH:10]([C:22](C2C=CC=CC=2)(C2C=CC=CC=2)[O:23][SiH2]C(C)(C)C)[CH2:9]1)[C:2]1[CH:7]=[CH:6][CH:5]=[CH:4][CH:3]=1.FC(F)(F)C(O)=O>>[CH2:1]([N:8]1[CH2:13][CH:12]=[C:11]([C:15]2[CH:16]=[CH:17][C:18]([Br:21])=[CH:19][CH:20]=2)[CH:10]([CH2:22][OH:23])[CH2:9]1)[C:2]1[CH:3]=[CH:4][CH:5]=[CH:6][CH:7]=1. The product is C(C1=CC=CC=C1)N1CC(C(=CC1)C1=CC=C(C=C1)Br)CO ((3RS)-[1-benzyl-4-(4-bromo-phenyl)-1,2,3,6-tetrahydro-pyridin-3-yl]-methanol). Starting materials: C(C1=CC=CC=C1)N1CC(C(CC1)(O)C1=CC=C(C=C1)Br)C(O[SiH2]C(C)(C)C)(C1=CC=CC=C1)C1=CC=CC=C1 ((3RS,4SR)-1-benzyl-4-(4-bromo-phenyl)-3-(tert-butyl-diphenyl-silanyloxymethyl)-piperidin-4-ol), tert. alcohol, FC(C(=O)O)(F)F (trifluoroacetic acid). The product is C(C1=CC=CC=C1)OC1COC(OC1)CCl (5-benzyloxy-2-chloromethyl-1,3-dioxane). Procedure: A mixture of 5.0 g of 2-benzyloxy-1,3-propanediol, 3.5 g of chloroacetaldehyde dimethyl acetal and 0.3 g of p-toluenesulfonic acid was heated via oil bath through the temperature range 25° to 130° C in a three-necked, round-bottomed flask equipped with stirrer, thermometer and condenser. The by-product methanol, removed by distillation during the course of reaction, amounted to 63% of theory. The reaction mixture was cooled to room temperature and dissolved in ether. The ether solution was washe... Reaction SMILES: [CH2:1]([O:8][CH:9]([CH2:12][OH:13])[CH2:10][OH:11])[C:2]1[CH:7]=[CH:6][CH:5]=[CH:4][CH:3]=1.CO[CH:16](OC)[CH2:17][Cl:18].C1(C)C=CC(S(O)(=O)=O)=CC=1>>[CH2:1]([O:8][CH:9]1[CH2:10][O:11][CH:16]([CH2:17][Cl:18])[O:13][CH2:12]1)[C:2]1[CH:7]=[CH:6][CH:5]=[CH:4][CH:3]=1. Yield: 49.6%. Reactants: C(C1=CC=CC=C1)OC(CO)CO (2-benzyloxy-1,3-propanediol), COC(CCl)OC (chloroacetaldehyde dimethyl acetal), C1(=CC=C(C=C1)S(=O)(=O)O)C (p-toluenesulfonic acid). The product is Nc1ccc(S(=O)(=O)Nc2nncs2)cc1. Reactants: O=C([O-])[O-], Cl, [Na+], [Na+], CC(=O)Nc1ccc(S(=O)(=O)Nc2nncs2)cc1. As a reaction SMILES: [C:20](=[O:21])([O-:22])[O-:23].[ClH:26].[Na+:24].[Na+:25].[s:1]1[c:2]([NH:6][S:7](=[O:8])(=[O:9])[c:10]2[cH:11][cH:12][c:13]([NH:16][C:17](=[O:18])[CH3:19])[cH:14][cH:15]2)[n:3][n:4][cH:5]1>>[s:1]1[c:2]([NH:6][S:7](=[O:8])(=[O:9])[c:10]2[cH:11][cH:12][c:13]([NH2:16])[cH:14][cH:15]2)[n:3][n:4][cH:5]1.